From a dataset of the Open Reaction Database (ORD), a public repository of structured organic reaction records. describe an organic reaction: reactants, conditions, products, and yield The product is COC(=O)CCC(CC=O)CCCCOCc1ccccc1. RXN SMILES: [CH2:1]([CH:2]=[CH2:3])[CH:4]([CH2:5][CH2:6][C:7](=[O:8])[O:9][CH3:10])[CH2:11][CH2:12][CH2:13][CH2:14][O:15][CH2:16][c:17]1[cH:18][cH:19][cH:20][cH:21][cH:22]1.[CH3:23][c:24]1[cH:25][cH:26][cH:27][cH:28][cH:29]1.[I+3:30]([O-:31])([O-:32])([O-:33])[O-:34].[Na+:35].[O:36]1[CH2:37][CH2:38][CH2:39][CH2:40]1.[OH2:41]>>[CH2:1]([CH:2]=[O:31])[CH:4]([CH2:5][CH2:6][C:7](=[O:8])[O:9][CH3:10])[CH2:11][CH2:12][CH2:13][CH2:14][O:15][CH2:16][c:17]1[cH:18][cH:19][cH:20][cH:21][cH:22]1. The reactants are C=CCC(CCCCOCc1ccccc1)CCC(=O)OC, Cc1ccccc1, [O-][I+3]([O-])([O-])[O-], [Na+], C1CCOC1, O. Starting materials: C(C1=CC=CC=C1)(C1=CC=CC=C1)OC(=O)C(C(=O)NC1[C@@H]2N(C(=C(C2=O)C)C(=O)OCOC(C(C)(C)C)=O)C1=O)C1=CC=CC=C1 (Pivaloyloxymethyl 6-(2-benzhydryloxycarbonyl-2-phenylacetamido)-2-methyl-1-oxocarbapen-2-em-3-carboxylate), C(C1=CC=CC=C1)OC(=O)C(C(=O)NC1[C@@H]2N(C(C(C2=O)C)C(=O)OCOC(C(C)(C)C)=O)C1=O)C1=CC=CC=C1 (pivaloyloxymethyl 6-(2-benzyloxycarbonyl-2-phenylacetamido)-2-methyl-1-oxocarbapenam-3-carboxylate), CC1C([C@H]2N(C1C(=O)[O-])C(C2NC(C(C2=CC=CC=C2)C(=O)OCC2=CC1=CC=CC=C1C=C2)=O)=O)=O (2-methyl-6-[2-(2-naphthylmethoxycarbonyl)-2-phenylacetamido]-1-oxocarbapenam-3-carboxylate). Product: C(C1=CC=CC=C1)(C1=CC=CC=C1)OC(=O)C(C(=O)NC1[C@@H]2N(C(C(C2=O)C)C(=O)OCOC(C(C)(C)C)=O)C1=O)C1=CC=CC=C1 (Pivaloyloxymethyl 6-(2-Benzhydryloxycarbonyl-2-phenylacetamido)-2-methyl-1-oxocarbapenam-3-carboxylate). RXN SMILES: [CH:1]([O:14][C:15]([CH:17]([C:42]1[CH:47]=[CH:46][CH:45]=[CH:44][CH:43]=1)[C:18]([NH:20][CH:21]1[C:40](=[O:41])[N:23]2[C:24]([C:29]([O:31][CH2:32][O:33][C:34](=[O:39])[C:35]([CH3:38])([CH3:37])[CH3:36])=[O:30])=[C:25]([CH3:28])[C:26](=[O:27])[C@H:22]12)=[O:19])=[O:16])([C:8]1[CH:13]=[CH:12][CH:11]=[CH:10][CH:9]=1)[C:2]1[CH:7]=[CH:6][CH:5]=[CH:4][CH:3]=1.C(OC(C(C1C=CC=CC=1)C(NC1C(=O)N2C(C(OCOC(=O)C(C)(C)C)=O)C(C)C(=O)[C@H]12)=O)=O)C1C=CC=CC=1.CC1C(C([O-])=O)N2C(=O)C(NC(=O)C(C(OCC3C=CC4C(=CC=CC=4)C=3)=O)C3C=CC=CC=3)[C@H]2C1=O>>[CH:1]([O:14][C:15]([CH:17]([C:42]1[CH:43]=[CH:44][CH:45]=[CH:46][CH:47]=1)[C:18]([NH:20][CH:21]1[C:40](=[O:41])[N:23]2[CH:24]([C:29]([O:31][CH2:32][O:33][C:34](=[O:39])[C:35]([CH3:37])([CH3:38])[CH3:36])=[O:30])[CH:25]([CH3:28])[C:26](=[O:27])[C@H:22]12)=[O:19])=[O:16])([C:8]1[CH:9]=[CH:10][CH:11]=[CH:12][CH:13]=1)[C:2]1[CH:7]=[CH:6][CH:5]=[CH:4][CH:3]=1. Reported procedure: By the same method the other carbapen-2-em esters of Example 52 are reduced to the corresponding pivaloyloxymethyl 6-(2-benzyloxycarbonyl-2-phenylacetamido)-2-methyl-1-oxocarbapenam-3-carboxylate and 2-methyl-6-[2-(2-naphthylmethoxycarbonyl)-2-phenylacetamido]-1-oxocarbapenam-3-carboxylate. Starting materials: CCCC[N+](CCCC)(CCCC)CCCC.[F-] (TBAF), C(C)(C)(C)[Si](C)(C)OCC1=CC(=C(C(=C1)OC(C)C)F)OC(C)C (tert-Butyl(4-fluoro-3,5-diisopropoxybenzyloxy)dimethylsilane). Run in C1CCOC1 (THF). Reaction conditions: time 1 hour. The product is FC1=C(C=C(C=C1OC(C)C)CO)OC(C)C ((4-Fluoro-3,5-diisopropoxyphenyl)methanol). Isolated yield 116.8%. RXN SMILES: CCCC[N+](CCCC)(CCCC)CCCC.[F-].C([Si]([O:26][CH2:27][C:28]1[CH:33]=[C:32]([O:34][CH:35]([CH3:37])[CH3:36])[C:31]([F:38])=[C:30]([O:39][CH:40]([CH3:42])[CH3:41])[CH:29]=1)(C)C)(C)(C)C>C1COCC1>[F:38][C:31]1[C:32]([O:34][CH:35]([CH3:37])[CH3:36])=[CH:33][C:28]([CH2:27][OH:26])=[CH:29][C:30]=1[O:39][CH:40]([CH3:42])[CH3:41] |f:0.1|. Procedure details: TBAF (1M in THF) (1.35 mL, 1.35 mmol) was added to a solution of tert-butyl(4-fluoro-3,5-diisopropoxybenzyloxy)dimethylsilane (6) (600 mg, 1.35 mmol) in THF at 0° C. and the mixture was stirred at this temperature for 1 h. The mixture was partitioned between NH4Cl (satd. aq.) (50 mL) and EtOAc (100 mL). The phases were separated and the organic solution was washed with brine (50 mL), then dried over MgSO4 and filtered. The solvent was removed in vacuo and the residue was purified by silica gel c... Starting materials: N1=CC=C(C=C1)S(=O)(=O)N (4-pyridinesulfonamide), N1=CC=C(C=C1)S(=O)(=O)N (4-pyridinesulfonamide), C1(CCCCC1)P(C1=C(C=CC=C1)C1=C(C=C(C=C1C(C)C)C(C)C)C(C)C)C1CCCCC1 (2-dicyclohexylphosphino-2′,4′,6′-tri-isopropyl-1,1′-biphenyl), C([O-])([O-])=O.[Cs+].[Cs+] (cesium carbonate), ClC1=NC(=NC(=C1)O[C@@H](COC(C1=CC=CC=C1)(C1=CC=CC=C1)C1=CC=CC=C1)C)SCC1=C(C(=CC=C1)F)F (4-chloro-2-[[(2,3-difluorophenyl)methyl]thio]-6-[(1R)-1-methyl-2-(triphenylmethoxy)ethoxy]-pyrimidine), ClC1=NC(=NC(=C1)O[C@@H](COC(C1=CC=CC=C1)(C1=CC=CC=C1)C1=CC=CC=C1)C)SCC1=C(C(=CC=C1)F)F (4-chloro-2-[[(2,3-difluorophenyl)methyl]thio]-6-[(1R)-1-methyl-2-(triphenylmethoxy)ethoxy]-pyrimidine). The reagents and catalysts are C=1C=CC(=CC1)/C=C/C(=O)/C=C/C2=CC=CC=C2.C=1C=CC(=CC1)/C=C/C(=O)/C=C/C2=CC=CC=C2.C=1C=CC(=CC1)/C=C/C(=O)/C=C/C2=CC=CC=C2.[Pd].[Pd] (tris(dibenzylideneacetone)dipalladium). The solvent is C(Cl)Cl (DCM), O1CCOCC1 (dioxane). Reaction conditions: temperature 100 celsius. Yields the product FC1=C(C=CC=C1F)CSC1=NC(=CC(=N1)NS(=O)(=O)C1=CC=NC=C1)O[C@@H](COC(C1=CC=CC=C1)(C1=CC=CC=C1)C1=CC=CC=C1)C (N-[2-[[(2,3-difluorophenyl)methyl]thio]-6-[(1R)-1-methyl-2-(triphenylmethoxy)ethoxy]-4-pyrimidinyl]-4-pyridinesulfonamide). Reaction SMILES: [N:1]1[CH:6]=[CH:5][C:4]([S:7]([NH2:10])(=[O:9])=[O:8])=[CH:3][CH:2]=1.C1(P(C2CCCCC2)C2C=CC=CC=2C2C(C(C)C)=CC(C(C)C)=CC=2C(C)C)CCCCC1.C(=O)([O-])[O-].[Cs+].[Cs+].Cl[C:52]1[CH:57]=[C:56]([O:58][C@H:59]([CH3:81])[CH2:60][O:61][C:62]([C:75]2[CH:80]=[CH:79][CH:78]=[CH:77][CH:76]=2)([C:69]2[CH:74]=[CH:73][CH:72]=[CH:71][CH:70]=2)[C:63]2[CH:68]=[CH:67][CH:66]=[CH:65][CH:64]=2)[N:55]=[C:54]([S:82][CH2:83][C:84]2[CH:89]=[CH:88][CH:87]=[C:86]([F:90])[C:85]=2[F:91])[N:53]=1>O1CCOCC1.C(Cl)Cl.C1C=CC(/C=C/C(/C=C/C2C=CC=CC=2)=O)=CC=1.C1C=CC(/C=C/C(/C=C/C2C=CC=CC=2)=O)=CC=1.C1C=CC(/C=C/C(/C=C/C2C=CC=CC=2)=O)=CC=1.[Pd].[Pd]>[F:91][C:85]1[C:86]([F:90])=[CH:87][CH:88]=[CH:89][C:84]=1[CH2:83][S:82][C:54]1[N:53]=[C:52]([NH:10][S:7]([C:4]2[CH:5]=[CH:6][N:1]=[CH:2][CH:3]=2)(=[O:9])=[O:8])[CH:57]=[C:56]([O:58][C@H:59]([CH3:81])[CH2:60][O:61][C:62]([C:63]2[CH:64]=[CH:65][CH:66]=[CH:67][CH:68]=2)([C:75]2[CH:76]=[CH:77][CH:78]=[CH:79][CH:80]=2)[C:69]2[CH:74]=[CH:73][CH:72]=[CH:71][CH:70]=2)[N:55]=1 |f:2.3.4,8.9.10.11.12|. Procedure details: A mixture of 4-pyridinesulfonamide (the product from step i) (0.21 g), tris(dibenzylideneacetone)dipalladium (0) (50 mg), 2-dicyclohexylphosphino-2′,4′,6′-tri-isopropyl-1,1′-biphenyl (XPHOS) (50 mg), cesium carbonate (0.66 g) and 4-chloro-2-[[(2,3-difluorophenyl)methyl]thio]-6-[(1R)-1-methyl-2-(triphenylmethoxy)ethoxy]-pyrimidine (the product from step iii) (0.40 g) in dioxane (20 mL) was heated at reflux in a microwave at 100° C., 300 W, open vessel with cooling for 3 h. The reaction mixture wa... The reactants are COc1ccc(C(Cl)(c2ccccc2)c2ccc(OC)cc2)cc1, [Na+], O=C([O-])O, Cc1ccc(S(=O)(=O)OCC(O)CO)cc1, c1ccncc1. Yields the product COc1ccc(C(OCC(O)COS(=O)(=O)c2ccc(C)cc2)(c2ccccc2)c2ccc(OC)cc2)cc1. Reaction SMILES: [CH3:17][O:18][c:19]1[cH:20][cH:21][c:22]([C:23]([c:24]2[cH:25][cH:26][c:27]([O:30][CH3:31])[cH:28][cH:29]2)([c:32]2[cH:33][cH:34][cH:35][cH:36][cH:37]2)[Cl:38])[cH:39][cH:40]1.[Na+:45].[O-:41][C:42]([OH:43])=[O:44].[O:1]([S:2](=[O:3])(=[O:4])[c:5]1[cH:6][cH:7][c:8]([CH3:9])[cH:10][cH:11]1)[CH2:12][CH:13]([CH2:14][OH:15])[OH:16].[cH:46]1[cH:47][cH:48][n:49][cH:50][cH:51]1>>[O:1]([S:2](=[O:3])(=[O:4])[c:5]1[cH:6][cH:7][c:8]([CH3:9])[cH:10][cH:11]1)[CH2:12][CH:13]([CH2:14][O:15][C:23]([c:22]1[cH:21][cH:20][c:19]([O:18][CH3:17])[cH:40][cH:39]1)([c:24]1[cH:25][cH:26][c:27]([O:30][CH3:31])[cH:28][cH:29]1)[c:32]1[cH:33][cH:34][cH:35][cH:36][cH:37]1)[OH:16]. Procedure details: The title compound, m/e=463.5 ([M−H]−), was produced in analogy with intermediate 1, steps 1 to 4. Thus, 1,8-octanediol was alkylated in step 1 with 3-fluoro-4-trifluoromethyl-benzyl bromide, leading to 8-(3-fluoro-4-trifluoromethyl-benzyloxy)-octan-1-ol, which was oxidized in step 2 to 8-(3-fluoro-4-trifluoromethyl-benzyloxy)-octanoic acid. This was coupled in step 3 with (R)-3-amino-4-dimethylamino-butyric acid benzyl ester dihydrochloride to produce (R)-3-[8-(3-fluoro-4-trifluoromethyl-benzyl... The reactants are C(CCCCCCCO)O (1,8-octanediol), FC=1C=C(COCCCCCCCC(=O)O)C=CC1C(F)(F)F (8-(3-fluoro-4-trifluoromethyl-benzyloxy)-octanoic acid), Cl.Cl.C(C1=CC=CC=C1)OC(C[C@H](CN(C)C)N)=O ((R)-3-amino-4-dimethylamino-butyric acid benzyl ester dihydrochloride), FC=1C=C(CBr)C=CC1C(F)(F)F (3-fluoro-4-trifluoromethyl-benzyl bromide), FC=1C=C(COCCCCCCCCO)C=CC1C(F)(F)F (8-(3-fluoro-4-trifluoromethyl-benzyloxy)-octan-1-ol). Reaction SMILES: C(O)CCCCCCCO.FC1C=C(C=CC=1C(F)(F)F)CBr.[F:24][C:25]1[CH:26]=[C:27]([CH:39]=[CH:40][C:41]=1[C:42]([F:45])([F:44])[F:43])[CH2:28][O:29][CH2:30][CH2:31][CH2:32][CH2:33][CH2:34][CH2:35][CH2:36][CH2:37][OH:38].FC1C=C(C=CC=1C(F)(F)F)COCCCCCCCC(O)=O.Cl.Cl.[CH2:71]([O:78][C:79](=[O:87])[CH2:80][C@@H:81]([NH2:86])[CH2:82][N:83]([CH3:85])[CH3:84])[C:72]1[CH:77]=[CH:76][CH:75]=[CH:74][CH:73]=1>>[CH2:71]([O:78][C:79](=[O:87])[CH2:80][C@@H:81]([NH:86][C:37](=[O:38])[CH2:36][CH2:35][CH2:34][CH2:33][CH2:32][CH2:31][CH2:30][O:29][CH2:28][C:27]1[CH:39]=[CH:40][C:41]([C:42]([F:43])([F:44])[F:45])=[C:25]([F:24])[CH:26]=1)[CH2:82][N:83]([CH3:84])[CH3:85])[C:72]1[CH:77]=[CH:76][CH:75]=[CH:74][CH:73]=1 |f:4.5.6|. Product: C(C1=CC=CC=C1)OC(C[C@H](CN(C)C)NC(CCCCCCCOCC1=CC(=C(C=C1)C(F)(F)F)F)=O)=O ((R)-3-[8-(3-fluoro-4-trifluoromethyl-benzyloxy)-octanoylamino]-4-dimethylamino-butyric acid benzyl ester). The reactants are Cl.C(C)N=C=NCCCN(C)C (1-ethyl-3-(3-dimethylaminoprop-1-yl)carbodiimide hydrochloride), [OH-].[Na+] (sodium hydroxide), C(C)C(C(=O)[O-])CCCC.[Na+] (sodium 2 -ethylhexanoate), S1C(=CC=C1)C(C(=O)O)C(=O)O (2-(2-thienyl)-malonic acid), NC1[C@@H]2N(C(C(S2)(C)C)P(=O)(OC)O)C1=O (6-amino-2,2-dimethyl-3-(O-methylphosphono)penam), Cl (hydrochloric acid). Solvent: C(C)(=O)OCC (ethyl acetate), O (water). Run at temperature 0 celsius, time 3.5 hour. The product is C(=O)(O)C(C(=O)NC1[C@@H]2N(C(C(S2)(C)C)P(=O)(OC)O)C1=O)C=1SC=CC1 (6-[2-carboxy-2-(2-thienyl)acetamido]-2,2-dimethyl-3-(O-methylphosphono)penam), [Na][Na] (disodium). As a reaction SMILES: [S:1]1[CH:5]=[CH:4][CH:3]=[C:2]1[CH:6]([C:10]([OH:12])=[O:11])[C:7]([OH:9])=O.[NH2:13][CH:14]1[C:27](=[O:28])[N:16]2[CH:17]([P:22]([OH:26])([O:24][CH3:25])=[O:23])[C:18]([CH3:21])([CH3:20])[S:19][C@H:15]12.[OH-].[Na+:30].Cl.C(N=C=NCCCN(C)C)C.Cl.C(C(CCCC)C([O-])=O)C.[Na+:54]>C(OCC)(=O)C.O>[C:10]([CH:6]([C:2]1[S:1][CH:5]=[CH:4][CH:3]=1)[C:7]([NH:13][CH:14]1[C:27](=[O:28])[N:16]2[CH:17]([P:22]([OH:26])([O:24][CH3:25])=[O:23])[C:18]([CH3:20])([CH3:21])[S:19][C@H:15]12)=[O:9])([OH:12])=[O:11].[Na:30][Na:54] |f:2.3,4.5,7.8|. Procedure details: To a stirred suspension of 370 mg. (0.002 mole) of 2-(2-thienyl)-malonic acid (Netherlands Patent No. 6805524) in 4 ml. of water is added 532 mg. (0.002 mole) of 6-amino-2,2-dimethyl-3-(O-methylphosphono)penam. The pH is then adjusted to 6.5 using 20% aqueous sodium hydroxide. The resulting solution is cooled to 0° C. and 384 mg. (0.002 mole) of 1-ethyl-3-(3-dimethylaminoprop-1-yl)carbodiimide hydrochloride is added. The solution is stirred for 3.5 hours at 0° C., with a pH maintained between 6 ...